Dataset: the Open Reaction Database (ORD), a public repository of structured organic reaction records. Task: describe an organic reaction: reactants, conditions, products, and yield Starting materials: CC1C(C(C(C(O1)OC2=C(OC3=CC(=CC(=C3C2=O)O)O)C4=CC(=C(C(=C4)O)O)O)O)O)O (myricetin 3-rhamnoside), [Ag] (silver), [OH-].[Na+] (NaOH), silver ion, CC1C(C(C(C(O1)OC2=C(OC3=CC(=CC(=C3C2=O)O)O)C4=CC(=C(C(=C4)O)O)O)O)O)O (myricetin 3-rhamnoside), CC1C(C(C(C(O1)OC2=C(OC3=CC(=CC(=C3C2=O)O)O)C4=CC(=C(C(=C4)O)O)O)O)O)O (myricetin 3-rhamnoside). Procedure details: Myricetin 3-rhamnoside/silver colloidal nanoparticle catalyst is prepared by dissolving 1.04 g myricetin 3-rhamnoside in a beaker containing 750 ml DI water at room temperature. With stirring, 1 N NaOH solution is added to adjust the solution pH to 11. In a separate beaker, 1.4 g silver p-toluenesulfonate is dissolved in 40 mL DI water. The silver ion solution is added to the myricetin 3-rhamnoside solution with vigorous stirring. The molar ratio of silver to myricetin 3-rhamnoside is 1:0.4. The... Conditions: time 12 hour. Reaction SMILES: [CH3:1][CH:2]1[O:7][CH:6]([O:8][C:9]2[C:18](=[O:19])[C:17]3[C:12](=[CH:13][C:14]([OH:21])=[CH:15][C:16]=3[OH:20])[O:11][C:10]=2[C:22]2[CH:27]=[C:26]([OH:28])[C:25]([OH:29])=[C:24]([OH:30])[CH:23]=2)[CH:5]([OH:31])[CH:4]([OH:32])[CH:3]1[OH:33].[OH-].[Na+].[Ag:36]>C1(C)C=CC(S([O-])(=O)=O)=CC=1.[Ag+].O>[CH3:1][CH:2]1[O:7][CH:6]([O:8][C:9]2[C:18](=[O:19])[C:17]3[C:12](=[CH:13][C:14]([OH:21])=[CH:15][C:16]=3[OH:20])[O:11][C:10]=2[C:22]2[CH:23]=[C:24]([OH:30])[C:25]([OH:29])=[C:26]([OH:28])[CH:27]=2)[CH:5]([OH:31])[CH:4]([OH:32])[CH:3]1[OH:33].[Ag:36] |f:1.2,4.5,7.8|. Yields the product CC1C(C(C(C(O1)OC2=C(OC3=CC(=CC(=C3C2=O)O)O)C4=CC(=C(C(=C4)O)O)O)O)O)O.[Ag] (Myricetin 3-rhamnoside silver). The solvent is C1(=CC=C(C=C1)S(=O)(=O)[O-])C.[Ag+] (silver p-toluenesulfonate), O (DI water), O (DI water).